Dataset: the Open Reaction Database (ORD), a public repository of structured organic reaction records. Task: describe an organic reaction: reactants, conditions, products, and yield Reactants: ClCCl, Cl, C1COCCO1, CC(C)(C)OC(=O)NC1CCN(C(=O)c2ccc(-c3nnc4n3-c3cccnc3Nc3ccccc3-4)cc2)CC1. The product is Cl, NC1CCN(C(=O)c2ccc(-c3nnc4n3-c3cccnc3Nc3ccccc3-4)cc2)CC1. As a reaction SMILES: [Cl:42][CH2:43][Cl:44].[ClH:41].[O:45]1[CH2:46][CH2:47][O:48][CH2:49][CH2:50]1.[n:1]1[n:2][c:3](-[c:19]2[cH:20][cH:21][c:22]([C:23](=[O:24])[N:25]3[CH2:26][CH2:27][CH:28]([NH:31][C:32](=[O:33])[O:34][C:35]([CH3:36])([CH3:37])[CH3:38])[CH2:29][CH2:30]3)[cH:39][cH:40]2)[n:4]2[c:10]1-[c:9]1[c:8]([cH:14][cH:13][cH:12][cH:11]1)[NH:7][c:6]1[c:5]-2[cH:18][cH:17][cH:16][n:15]1>>[ClH:41].[n:1]1[n:2][c:3](-[c:19]2[cH:20][cH:21][c:22]([C:23](=[O:24])[N:25]3[CH2:26][CH2:27][CH:28]([NH2:31])[CH2:29][CH2:30]3)[cH:39][cH:40]2)[n:4]2[c:10]1-[c:9]1[c:8]([cH:14][cH:13][cH:12][cH:11]1)[NH:7][c:6]1[c:5]-2[cH:18][cH:17][cH:16][n:15]1. Starting materials: [N+](=O)([O-])C=1C=C(C=CC1C1CCCCC1)C(C(=O)OCC)=O (ethyl 3-nitro-4-cyclohexylphenylglyoxylate), CO (methanol), [H][H] (hydrogen), [H][H] (hydrogen). Reagents/catalysts: [Pd] (palladium-on-carbon). The product is NC=1C=C(C=CC1C1CCCCC1)C(C(=O)OCC)=O (ethyl 3-amino-4-cyclohexylphenylglyoxylate). Reaction SMILES: [N+:1]([C:4]1[CH:5]=[C:6]([C:16](=[O:22])[C:17]([O:19][CH2:20][CH3:21])=[O:18])[CH:7]=[CH:8][C:9]=1[CH:10]1[CH2:15][CH2:14][CH2:13][CH2:12][CH2:11]1)([O-])=O.CO.[H][H]>[Pd]>[NH2:1][C:4]1[CH:5]=[C:6]([C:16](=[O:22])[C:17]([O:19][CH2:20][CH3:21])=[O:18])[CH:7]=[CH:8][C:9]=1[CH:10]1[CH2:15][CH2:14][CH2:13][CH2:12][CH2:11]1. Procedure: A mixture of 15.3 g. (0.05 moles) of ethyl 3-nitro-4-cyclohexylphenylglyoxylate in 100 ml. methanol containing 0.05 mole citric acid and 1.5 g. of 5% palladium-on-carbon is shaken with hydrogen at 3 atm. pressure and 27° C. until 3 moles of hydrogen are absorbed. The mixture is filtered, washed with methanol and the filtrate concentrated in vacuo to obtain ethyl 3-amino-4-cyclohexylphenylglyoxylate, isolated as the citrate salt.